This data is from the Open Reaction Database (ORD), a public repository of structured organic reaction records. The task is: describe an organic reaction: reactants, conditions, products, and yield Reactants: [BH4-].[Na+] (sodium borohydride), FC1=CC=C(C=C1)C(C(C(=O)OCC)CC1=CC(=CC=C1)OC1=CC=CC=C1)=O (ethyl 3-(4-fluorophenyl)-3-oxo-2-((3-(phenyloxy)phenyl)methyl)propionate), Cl (Hydrochloric acid). The reagents and catalysts are [Cl-].[Zn+2].[Cl-] (zinc chloride). Solvent: C(C)OCC (diethyl ether), C(C)OCC (diethyl ether). Reaction conditions: time 30 minute. The product is FC1=CC=C(C=C1)C(C(C(=O)OCC)CC1=CC(=CC=C1)OC1=CC=CC=C1)O (ethyl (2RS,3RS)-3-(4-fluorophenyl)-3-hydroxy-2-((3-(phenyloxy)phenyl)methyl)propionate). Yield: 51.3%. Reaction SMILES: [BH4-].[Na+].[F:3][C:4]1[CH:9]=[CH:8][C:7]([C:10](=[O:31])[CH:11]([CH2:17][C:18]2[CH:23]=[CH:22][CH:21]=[C:20]([O:24][C:25]3[CH:30]=[CH:29][CH:28]=[CH:27][CH:26]=3)[CH:19]=2)[C:12]([O:14][CH2:15][CH3:16])=[O:13])=[CH:6][CH:5]=1.Cl>C(OCC)C.[Cl-].[Zn+2].[Cl-]>[F:3][C:4]1[CH:9]=[CH:8][C:7]([CH:10]([OH:31])[CH:11]([CH2:17][C:18]2[CH:23]=[CH:22][CH:21]=[C:20]([O:24][C:25]3[CH:30]=[CH:29][CH:28]=[CH:27][CH:26]=3)[CH:19]=2)[C:12]([O:14][CH2:15][CH3:16])=[O:13])=[CH:6][CH:5]=1 |f:0.1,5.6.7|. Procedure: To a solution of zinc chloride (7.08 g, 51.9 mmol) in diethyl ether (100 ml) was added sodium borohydride (3.93 g, 103.9 mmol) and the mixture was stirred at room temperature for 30 min. The insoluble material was filtered off. To the filtrate was added a solution of ethyl 3-(4-fluorophenyl)-3-oxo-2-((3-(phenyloxy)phenyl)methyl)propionate (10.2 g, 26.0 mmol) in diethyl ether (50 ml) and the mixture was stirred at room temperature for 30 min. 1N Hydrochloric acid was added to the reaction solutio... The reactants are ClC1=CC=C(S1)C(=O)NCC=1N=CN(C1)C1=CC=C(C=C1)I (5-chloro-N-((1-(4-iodophenyl)-1H-imidazol-4-yl)methyl)thiophene-2-carboxamide), CN1C(NC=CC1=O)=O (3-methyluracil), OC=1C=CC=C2C=CC=NC12 (8-hydroxyquinoline), C(=O)([O-])[O-].[K+].[K+] (K2CO3). Reagents/catalysts: [Cu]I (CuI). The solvent is CS(=O)C (DMSO). Conditions: temperature 130 celsius. Product: ClC1=CC=C(S1)C(=O)NCC=1N=CN(C1)C1=CC=C(C=C1)N1C(N(C(C=C1)=O)C)=O (5-chloro-N-((1-(4-(3-methyl-2,4-dioxo-3,4-dihydropyrimidin-1(2H)-yl)phenyl)-1H-imidazol-4-yl)methyl)thiophene-2-carboxamide). Isolated yield 22.6%. Reaction SMILES: [Cl:1][C:2]1[S:6][C:5]([C:7]([NH:9][CH2:10][C:11]2[N:12]=[CH:13][N:14]([C:16]3[CH:21]=[CH:20][C:19](I)=[CH:18][CH:17]=3)[CH:15]=2)=[O:8])=[CH:4][CH:3]=1.[CH3:23][N:24]1[C:29](=[O:30])[CH:28]=[CH:27][NH:26][C:25]1=[O:31].OC1C=CC=C2C=1N=CC=C2.C([O-])([O-])=O.[K+].[K+]>CS(C)=O.[Cu]I>[Cl:1][C:2]1[S:6][C:5]([C:7]([NH:9][CH2:10][C:11]2[N:12]=[CH:13][N:14]([C:16]3[CH:21]=[CH:20][C:19]([N:26]4[CH:27]=[CH:28][C:29](=[O:30])[N:24]([CH3:23])[C:25]4=[O:31])=[CH:18][CH:17]=3)[CH:15]=2)=[O:8])=[CH:4][CH:3]=1 |f:3.4.5|. Procedure: A mixture of 5-chloro-N-((1-(4-iodophenyl)-1H-imidazol-4-yl)methyl)thiophene-2-carboxamide 1-6 (66 mg, 0.15 mmol), 3-methyluracil (60 mg, 0.48 mmol), 8-hydroxyquinoline (10 mg, 0.069 mmol) and K2CO3 (60 mg, 0.43 mmol) in DMSO (1 mL) was degassed with Ar before being charged with CuI (15 mg, 0.079 mmol). The mixture in a sealed tube was heated at 130° C. overnight. The mixture was then purified by HPLC to give the titled compound (15 mg). MS 442.2 and 444.2 (M+H, Cl pattern). The reactants are O=C1CCC(=O)N1Br, C1CCOC1, Cc1c[nH]c(C)c1-c1ccnc(Nc2ccc(F)cc2)n1. Product: Cc1[nH]c(Br)c(C)c1-c1ccnc(Nc2ccc(F)cc2)n1. RXN SMILES: [Br:22][N:23]1[C:24](=[O:25])[CH2:26][CH2:27][C:28]1=[O:29].[CH2:30]1[O:31][CH2:32][CH2:33][CH2:34]1.[CH3:1][c:2]1[nH:3][cH:4][c:5]([CH3:21])[c:6]1-[c:7]1[n:8][c:9]([NH:13][c:14]2[cH:15][cH:16][c:17]([F:20])[cH:18][cH:19]2)[n:10][cH:11][cH:12]1>>[CH3:1][c:2]1[nH:3][c:4]([Br:22])[c:5]([CH3:21])[c:6]1-[c:7]1[n:8][c:9]([NH:13][c:14]2[cH:15][cH:16][c:17]([F:20])[cH:18][cH:19]2)[n:10][cH:11][cH:12]1. The reactants are ClC1=CC=C(C=C1)C(C(=CC#N)F)(C)C (4-(p-chlorophenyl)-3-fluoro-4-methyl-2-pentenenitrile), [H-].C(C(C)C)[Al+]CC(C)C (diisobutylaluminum hydride), solution, C(C)OCC (diethyl ether). The solvent is O (water), Cl (hydrochloric acid), CCCCCC (hexane). Conditions: temperature -40 celsius, time 35 minute. The product is ClC1=CC=C(C=C1)C(C=CC=O)(C)C (4-(p-Chlorophenyl)-4-methyl-2-pentenal). The yield is 97.0%. Reaction SMILES: [Cl:1][C:2]1[CH:7]=[CH:6][C:5]([C:8]([CH3:15])([CH3:14])[C:9](F)=[CH:10][C:11]#N)=[CH:4][CH:3]=1.[H-].C([Al+]CC(C)C)C(C)C.C([O:28]CC)C>CCCCCC.O.Cl>[Cl:1][C:2]1[CH:7]=[CH:6][C:5]([C:8]([CH3:15])([CH3:14])[CH:9]=[CH:10][CH:11]=[O:28])=[CH:4][CH:3]=1 |f:1.2|. Reported procedure: A solution of 4-(p-chlorophenyl)-3-fluoro-4-methyl-2-pentenenitrile, (Z)- (15.6 g, 69.7 mmol) in diethyl ether is treated dropwise with diisobutylaluminum hydride (83.6 mmol, 83.6 mL of a 1M solution in hexane) over 90 minutes at -45° C. under nitrogen, stirred at -40° C. for 35 minutes, and diluted sequentially with water and 2N hydrochloric acid at -10° C. The resultant aqueous mixture is stirred at room temperature for one hour and extracted with diethyl ether. The organic extracts are combin...